From a dataset of the Open Reaction Database (ORD), a public repository of structured organic reaction records. describe an organic reaction: reactants, conditions, products, and yield Reactants: C([O-])(O)=O.[Na+] (sodium bicarbonate), CN1N=NN=C1S (1-methyl-5-mercapto-1,2,3,4-tetrazole), C([O-])(O)=O.[Na+] (sodium bicarbonate), CC(=O)OCC1=C(N2[C@@H]([C@@H](C2=O)N)SC1)C(=O)O (7-ACA), resultant solution, Cl (hydrochloric acid). The solvent is O (water), CC(=O)C (acetone), O (water), CC(=O)C (acetone). Product: NC1[C@@H]2N(C(=C(CS2)C(C)SC2=NN=NN2)C(=O)O)C1=O (7-amino-3- (1-methyl-1,2,3,4-tetrazol-5-ylthiomethyl)-3-cephem-4-carboxylic acid). Reaction SMILES: CC(O[CH2:5][C:6]1[CH2:15][S:14][C@@H:9]2[C@H:10]([NH2:13])[C:11](=[O:12])[N:8]2[C:7]=1[C:16]([OH:18])=[O:17])=O.[C:19](=O)(O)[O-].[Na+].C[N:25]1[C:29]([SH:30])=[N:28][N:27]=[N:26]1.Cl>O.CC(C)=O>[NH2:13][CH:10]1[C:11](=[O:12])[N:8]2[C:7]([C:16]([OH:18])=[O:17])=[C:6]([CH:5]([S:30][C:29]3[NH:28][N:27]=[N:26][N:25]=3)[CH3:19])[CH2:15][S:14][C@H:9]12 |f:1.2|. Procedure details: To a suspension of 27.2 g (0.1 mol) of 7-ACA in 200 ml of water and 100 ml of acetone was added a solution of 18.9 g of sodium bicarbonate in 200 ml of water. The resultant solution was warmed on a steam bath and a solution of 14.5 g (0.125 mol) of 1-methyl-5-mercapto-1,2,3,4-tetrazole in 200 ml of acetone was added. The reaction mixture was refluxed for 3.5 hr. while maintaining the pH at 7.4-8.0 by addition of 5 percent sodium bicarbonate. Acidification of the cooled reaction mixture to pH 3.5... Starting materials: FC(C=1C=C(CN2C(C3=C(NCCC2)N=C(N=C3C3=C(C=CC=C3)C)S(=O)(=O)C)=O)C=C(C1)C(F)(F)F)(F)F (6-[3,5-bis(trifluoromethyl)benzyl]-5,6,7,8,9,10-hexahydro-4-(2-methylphenyl)-2-(methylsulfonyl)-5-oxopyrimido[4,5-b][1,5]diazocine), N1=C(N=CC=C1)N1CCNCC1 (1-(pyrimidine-2-yl)piperazine). The product is FC(C=1C=C(CN2C(C3=C(NCCC2)N=C(N=C3C3=C(C=CC=C3)C)N3CCN(CC3)C3=NC=CC=N3)=O)C=C(C1)C(F)(F)F)(F)F (6-[3,5-bis(trifluoromethyl)benzyl]-5,6,7,8,9,10-hexahydro-4-(2-methylphenyl)-5-oxo-2-[4-(pyrimidine-2-yl)piperazine-1-yl]pyrimido[4,5-b][1,5]diazocine). Yield: 48.8%. As a reaction SMILES: [F:1][C:2]([F:39])([F:38])[C:3]1[CH:4]=[C:5]([CH:31]=[C:32]([C:34]([F:37])([F:36])[F:35])[CH:33]=1)[CH2:6][N:7]1[CH2:14][CH2:13][CH2:12][NH:11][C:10]2[N:15]=[C:16](S(C)(=O)=O)[N:17]=[C:18]([C:19]3[CH:24]=[CH:23][CH:22]=[CH:21][C:20]=3[CH3:25])[C:9]=2[C:8]1=[O:30].[N:40]1[CH:45]=[CH:44][CH:43]=[N:42][C:41]=1[N:46]1[CH2:51][CH2:50][NH:49][CH2:48][CH2:47]1>>[F:1][C:2]([F:39])([F:38])[C:3]1[CH:4]=[C:5]([CH:31]=[C:32]([C:34]([F:37])([F:36])[F:35])[CH:33]=1)[CH2:6][N:7]1[CH2:14][CH2:13][CH2:12][NH:11][C:10]2[N:15]=[C:16]([N:49]3[CH2:50][CH2:51][N:46]([C:41]4[N:40]=[CH:45][CH:44]=[CH:43][N:42]=4)[CH2:47][CH2:48]3)[N:17]=[C:18]([C:19]3[CH:24]=[CH:23][CH:22]=[CH:21][C:20]=3[CH3:25])[C:9]=2[C:8]1=[O:30]. Procedure: In a similar manner to Example 1, 6-[3,5-bis(trifluoromethyl)benzyl]-5,6,7,8,9,10-hexahydro-4-(2-methylphenyl)-2-(methylsulfonyl)-5-oxopyrimido[4,5-b][1,5]diazocine (Compound of Reference Example 19; 85.9 mg) was reacted with 1-(pyrimidine-2-yl)piperazine (30.0 mg) to obtain 6-[3,5-bis(trifluoromethyl)benzyl]-5,6,7,8,9,10-hexahydro-4-(2-methylphenyl)-5-oxo-2-[4-(pyrimidine-2-yl)piperazine-1-yl]pyrimido[4,5-b][1,5]diazocine (48.1 mg, 49%). Reactants: C1(CCCCC1)[C@@H](C(NC)=O)NC(=O)C=1OC(=CC1)C1=CC(=C(C=C1)N)N (5-(3,4-Diamino-phenyl)-furan-2-carboxylic acid ((S)-cyclohexyl-methylcarbamoyl-methyl)-amide), CN1N=C(C(=C1)C=O)C (1,3-dimethyl-1H-pyrazole-4-carbaldehyde), S([O-])(O)=O.[Na+] (sodium bisulfite), CN(C)C=O (DMF). Reaction conditions: temperature 130 celsius. Product: C1(CCCCC1)[C@@H](C(NC)=O)NC(=O)C=1OC(=CC1)C1=CC2=C(N=C(N2)C=2N(N=C(C2)C)C)C=C1 (5-[2-(2,5-Dimethyl-2H-pyrazol-3-yl)-3H-benzimidazol-5-yl]-furan-2-carboxylic acid ((S)-cyclohexyl-methylcarbamoyl-methyl)-amide). Reaction SMILES: [CH:1]1([C@H:7]([NH:12][C:13]([C:15]2[O:16][C:17]([C:20]3[CH:25]=[CH:24][C:23]([NH2:26])=[C:22]([NH2:27])[CH:21]=3)=[CH:18][CH:19]=2)=[O:14])[C:8](=[O:11])[NH:9][CH3:10])[CH2:6][CH2:5][CH2:4][CH2:3][CH2:2]1.[CH3:28][N:29]1[CH:33]=[C:32](C=O)[C:31]([CH3:36])=[N:30]1.S(=O)(O)[O-].[Na+].[CH3:42]N(C=O)C>>[CH:1]1([C@H:7]([NH:12][C:13]([C:15]2[O:16][C:17]([C:20]3[CH:25]=[CH:24][C:23]4[N:26]=[C:42]([C:33]5[N:29]([CH3:28])[N:30]=[C:31]([CH3:36])[CH:32]=5)[NH:27][C:22]=4[CH:21]=3)=[CH:18][CH:19]=2)=[O:14])[C:8](=[O:11])[NH:9][CH3:10])[CH2:6][CH2:5][CH2:4][CH2:3][CH2:2]1 |f:2.3|. Procedure: 5-(3,4-Diamino-phenyl)-furan-2-carboxylic acid ((S)-cyclohexyl-methylcarbamoyl-methyl)-amide (25 mg, 67 mmol), 1,3-dimethyl-1H-pyrazole-4-carbaldehyde (9.2 mg, 74 mmol), and sodium bisulfite (7.73 mg, 74 mmol) are dissolved in DMF (1 mL) and the mixture is heated at 130° C. for 12 h. The mixture is filtered and purified on reversed phase (HPLC). The product is obtained as a beige solid. 4.2 mg, 13%, LC/MS ESI m/z (M+H)+=476.54.